Dataset: the Open Reaction Database (ORD), a public repository of structured organic reaction records. Task: describe an organic reaction: reactants, conditions, products, and yield Reaction SMILES: [CH3:1][O:2][c:3]1[cH:4][cH:5][c:6]([NH2:9])[cH:7][cH:8]1.[CH3:24][N:25]([CH3:26])[CH2:27][CH2:28][CH2:29][N:30]=[C:31]=[N:32][CH2:33][CH3:34].[ClH:23].[N+:10](=[O:11])([O-:12])[c:13]1[cH:14][cH:15][c:16]([CH2:19][C:20](=[O:21])[OH:22])[cH:17][cH:18]1.[cH:35]1[cH:36][cH:37][n:38][cH:39][cH:40]1>>[CH3:1][O:2][c:3]1[cH:4][cH:5][c:6]([NH:9][C:20]([CH2:19][c:16]2[cH:15][cH:14][c:13]([N+:10](=[O:11])[O-:12])[cH:18][cH:17]2)=[O:21])[cH:7][cH:8]1. The reactants are COc1ccc(N)cc1, CCN=C=NCCCN(C)C, Cl, O=C(O)Cc1ccc([N+](=O)[O-])cc1, c1ccncc1. Product: COc1ccc(NC(=O)Cc2ccc([N+](=O)[O-])cc2)cc1. Starting materials: CCO, CCOC(=O)c1cc2cc(I)ccc2s1, [Na+], [OH-], O. The product is O=C(O)c1cc2cc(I)ccc2s1. As a reaction SMILES: [CH3:19][CH2:20][OH:21].[I:3][c:4]1[cH:5][c:6]2[c:7]([s:8][c:9]([C:11](=[O:12])[O:13][CH2:14][CH3:15])[cH:10]2)[cH:16][cH:17]1.[Na+:2].[OH-:1].[OH2:18]>>[I:3][c:4]1[cH:5][c:6]2[c:7]([s:8][c:9]([C:11](=[O:12])[OH:13])[cH:10]2)[cH:16][cH:17]1. The reactants are C(=O)(OC)CC=1C=C(C=CC1)C=1C=C(C=CC1OC)CCCCC1=CC(=C(C=C1)OC)C1=CC(=CC=C1)CC(=O)OC (1,4-Bis-[3-(3-carbomethoxymethylphenyl)-(4-methoxy)phenyl]butane), B(Br)(Br)Br (boron tribromide). The solvent is ClCCl (dichloromethane). Run at temperature -78 celsius, time 3 hour. Product: C(=O)(OC)CC=1C=C(C=CC1)C=1C=C(C=CC1O)CCCCC1=CC(=C(C=C1)O)C1=CC(=CC=C1)CC(=O)OC (1,4-bis-[3-(3-carbomethoxymethylphenyl)-4-hydroxyphenyl]butane). Yield: 46.4%. As a reaction SMILES: [C:1]([CH2:5][C:6]1[CH:7]=[C:8]([C:12]2[CH:13]=[C:14]([CH2:20][CH2:21][CH2:22][CH2:23][C:24]3[CH:29]=[CH:28][C:27]([O:30]C)=[C:26]([C:32]4[CH:37]=[CH:36][CH:35]=[C:34]([CH2:38][C:39]([O:41][CH3:42])=[O:40])[CH:33]=4)[CH:25]=3)[CH:15]=[CH:16][C:17]=2[O:18]C)[CH:9]=[CH:10][CH:11]=1)([O:3][CH3:4])=[O:2].B(Br)(Br)Br>ClCCl>[C:39]([CH2:38][C:34]1[CH:33]=[C:32]([C:26]2[CH:25]=[C:24]([CH2:23][CH2:22][CH2:21][CH2:20][C:14]3[CH:15]=[CH:16][C:17]([OH:18])=[C:12]([C:8]4[CH:9]=[CH:10][CH:11]=[C:6]([CH2:5][C:1]([O:3][CH3:4])=[O:2])[CH:7]=4)[CH:13]=3)[CH:29]=[CH:28][C:27]=2[OH:30])[CH:37]=[CH:36][CH:35]=1)([O:41][CH3:42])=[O:40]. Reported procedure: 1,4-Bis-[3-(3-carbomethoxymethylphenyl)-(4-methoxy)phenyl]butane (0.9 g, 1.6 mmol) was dissolved in dichloromethane (3.0 mL), cooled in a dry ice bath, and treated with boron tribromide (1.2 mL, 12.8 mmol). The mixture was stirred at -78° C. for three hours then placed in a freezer at -10° C overnight. The reaction was quenched with ice water (10 mL) and extracted with dichloromethane (3×5 mL). The organic materials were combined, washed with water (25 mL), saturated sodium chloride (25 mL), dri...